From a dataset of the Open Reaction Database (ORD), a public repository of structured organic reaction records. describe an organic reaction: reactants, conditions, products, and yield Starting materials: C=1C=CC2=C(C1)C(=O)CCO2 (chromanone), O1C(CCC2=CC=CC=C12)O (chromanol). The product is O1CC=CC2=CC=CC=C12 (chromene). RXN SMILES: [CH:1]1[CH:2]=[CH:3][C:4]2[O:11][CH2:10][CH2:9][C:7](=O)[C:5]=2[CH:6]=1.O1C2C(=CC=CC=2)CCC1O>>[O:11]1[C:4]2[C:5](=[CH:6][CH:1]=[CH:2][CH:3]=2)[CH:7]=[CH:9][CH2:10]1. Procedure details: Then, the so-obtained chromanone compound was converted to a chromanol compound in the same manner as described in Example 2, and the dehydration reaction was carried out. Then, the separation and purification were carried out to obtain a 5.84 g of a chromene compound represented by the following formula: ##STR76## Starting materials: O(C1=CC=CC=C1)C=1C=C(C=CC1)CC(=O)O ((3-Phenoxyphenyl)acetic acid), S(O)(O)(=O)=O (sulphuric acid), C(C)O (ethanol). Conditions: temperature 20 celsius, time 72 hour. Product: O(C1=CC=CC=C1)C=1C=C(C=CC1)CC(=O)OCC (Ethyl (3-phenoxyphenyl)acetate). RXN SMILES: [O:1]([C:8]1[CH:9]=[C:10]([CH2:14][C:15]([OH:17])=[O:16])[CH:11]=[CH:12][CH:13]=1)[C:2]1[CH:7]=[CH:6][CH:5]=[CH:4][CH:3]=1.S(=O)(=O)(O)O.[CH2:23](O)[CH3:24]>>[O:1]([C:8]1[CH:9]=[C:10]([CH2:14][C:15]([O:17][CH2:23][CH3:24])=[O:16])[CH:11]=[CH:12][CH:13]=1)[C:2]1[CH:3]=[CH:4][CH:5]=[CH:6][CH:7]=1. Procedure: (3-Phenoxyphenyl)acetic acid (11.5 g) and 36N aqueous sulphuric acid solution (3 cc) in ethanol (200 cc) are brought to boiling for 72 hours. After being cooled to approximately 20° C., the reaction mixture is concentrated to dryness at 50° C. under reduced pressure (20 mm Hg; 2.7 kPa). The oil is dissolved in dichloromethane (300 cc); the organic phase is washed with water (150 cc), dried over anhydrous magnesium sulphate, filtered and concentrated to dryness at 40° C. under reduced pressure (2... The reactants are ClC1=C2C(=NC(=C1)C1=C3C=NNC3=CC=C1)N(N=C2)C (4-Chloro-6-(1H-indazol-4-yl)-1-methyl-1H-pyrazolo[3,4-b]pyridine), CC1(OB(OC1(C)C)C=1C=C(NC(C)=O)C=CC1)C (3′-(4,4,5,5-tetramethyl-1,3,2-dioxaborolan-2-yl)acetanilide), C([O-])([O-])=O.[Na+].[Na+] (Sodium carbonate). Reagents/catalysts: Cl[Pd]([P](C1=CC=CC=C1)(C2=CC=CC=C2)C3=CC=CC=C3)([P](C4=CC=CC=C4)(C5=CC=CC=C5)C6=CC=CC=C6)Cl (bis(triphenylphosphine)palladium(II) chloride). Solvent: C(C)#N (acetonitrile), O (Water), O (water). Reaction conditions: temperature 130 celsius. Product: N1N=CC2=C(C=CC=C12)C1=CC(=C2C(=N1)N(N=C2)C)C=2C=C(C=CC2)NC(C)=O (N-(3-(6-(1H-indazol-4-yl)-1-methyl-1H-pyrazolo[3,4-b]pyridin-4-yl)phenyl)acetamide). As a reaction SMILES: Cl[C:2]1[CH:7]=[C:6]([C:8]2[CH:16]=[CH:15][CH:14]=[C:13]3[C:9]=2[CH:10]=[N:11][NH:12]3)[N:5]=[C:4]2[N:17]([CH3:20])[N:18]=[CH:19][C:3]=12.CC1(C)C(C)(C)OB([C:29]2[CH:30]=[C:31]([CH:36]=[CH:37][CH:38]=2)[NH:32][C:33](=[O:35])[CH3:34])O1.C(=O)([O-])[O-].[Na+].[Na+]>C(#N)C.O.Cl[Pd](Cl)([P](C1C=CC=CC=1)(C1C=CC=CC=1)C1C=CC=CC=1)[P](C1C=CC=CC=1)(C1C=CC=CC=1)C1C=CC=CC=1>[NH:12]1[C:13]2[C:9](=[C:8]([C:6]3[N:5]=[C:4]4[N:17]([CH3:20])[N:18]=[CH:19][C:3]4=[C:2]([C:29]4[CH:30]=[C:31]([NH:32][C:33](=[O:35])[CH3:34])[CH:36]=[CH:37][CH:38]=4)[CH:7]=3)[CH:16]=[CH:15][CH:14]=2)[CH:10]=[N:11]1 |f:2.3.4,^1:52,71|. Procedure details: 4-Chloro-6-(1H-indazol-4-yl)-1-methyl-1H-pyrazolo[3,4-b]pyridine 7 (80 mg, 0.28 mmol) and 3′-(4,4,5,5-tetramethyl-1,3,2-dioxaborolan-2-yl)acetanilide (1.4 equiv.) were suspended in 2 ml acetonitrile. Sodium carbonate (3 equiv., 92 mg) and bis(triphenylphosphine)palladium(II) chloride (0.05 equiv.) were added as a solution in water (0.5 ml). The reaction mixture was heated in microwave at 130° C. for 20 min. Water was added to the mixture, and the precipitated product was filtered and purified by... Reactants: ClC1=C(C=NC2=C(C=CC(=C12)OC)OC)C#N (4-chloro-5,8-dimethoxy-3-quinolinecarbonitrile), C(OC)([O-])=O (methyl carbonate), ClC1=CC(=C(N)C=C1O)F (4-chloro-2-fluoro-5-hydroxy-aniline), C(C)OC(C)O (ethoxyethanol), C([O-])([O-])=O.[Na+].[Na+] (sodium carbonate), [OH-].[NH4+] (ammonium hydroxide). Run in CO (methyl alcohol), CC(=O)C (acetone), O (water). Reaction conditions: temperature 50 celsius. The product is ClC1=CC(=C(C=C1O)NC1=C(C=NC2=C(C=CC(=C12)OC)OC)C#N)F (4-(4-chloro-2-fluoro-5-hydroxy-phenylamino)-5,8-dimethoxy-quinoline-3-carbonitrile). Reaction SMILES: Cl[C:2]1[C:11]2[C:6](=[C:7]([O:14][CH3:15])[CH:8]=[CH:9][C:10]=2[O:12][CH3:13])[N:5]=[CH:4][C:3]=1[C:16]#[N:17].C(=O)([O-])OC.[Cl:23][C:24]1[C:30]([OH:31])=[CH:29][C:27]([NH2:28])=[C:26]([F:32])[CH:25]=1.C(OC(O)C)C.C(=O)([O-])[O-].[Na+].[Na+].[OH-].[NH4+]>CO.CC(C)=O.O>[Cl:23][C:24]1[C:30]([OH:31])=[CH:29][C:27]([NH:28][C:2]2[C:11]3[C:6](=[C:7]([O:14][CH3:15])[CH:8]=[CH:9][C:10]=3[O:12][CH3:13])[N:5]=[CH:4][C:3]=2[C:16]#[N:17])=[C:26]([F:32])[CH:25]=1 |f:4.5.6,7.8|. Procedure details: A mixture of 0.223 g of 4-chloro-5,8-dimethoxy-3-quinolinecarbonitrile, 0.22 g of the methyl carbonate of 4-chloro-2-fluoro-5-hydroxy-aniline, and 15 ml of ethoxyethanol was stirred under nitrogen, at reflux temperature for 30 minutes. The mixture was cooled and added to 100 ml of water. To this mixture was added sodium carbonate to pH 9. The product was collected, washed with water, and dried. The solids thus obtained were dissolved in a mixture of 30 ml of methyl alcohol and 20 ml of acetone. ... Starting materials: CC(=O)c1csc(-c2ccc(C(C)(C)C)cc2)c1O, CN(C)C=O, Cl, COC(=O)c1ccc(NC(=S)NN)cc1[N+](=O)[O-]. Yields the product COC(=O)c1ccc(NC(=S)NN=C(C)c2csc(-c3ccc(C(C)(C)C)cc3)c2O)cc1[N+](=O)[O-]. RXN SMILES: [C:2]([CH3:3])([CH3:4])([CH3:5])[c:6]1[cH:7][cH:8][c:9](-[c:12]2[s:13][cH:14][c:15]([C:18](=[O:19])[CH3:20])[c:16]2[OH:17])[cH:10][cH:11]1.[CH3:39][N:40]([CH3:41])[CH:42]=[O:43].[ClH:1].[NH:21]([NH2:22])[C:23](=[S:24])[NH:25][c:26]1[cH:27][c:28]([N+:36](=[O:37])[O-:38])[c:29]([C:30](=[O:31])[O:32][CH3:33])[cH:34][cH:35]1>>[C:2]([CH3:3])([CH3:4])([CH3:5])[c:6]1[cH:7][cH:8][c:9](-[c:12]2[s:13][cH:14][c:15]([C:18]([CH3:20])=[N:22][NH:21][C:23](=[S:24])[NH:25][c:26]3[cH:27][c:28]([N+:36](=[O:37])[O-:38])[c:29]([C:30](=[O:31])[O:32][CH3:33])[cH:34][cH:35]3)[c:16]2[OH:17])[cH:10][cH:11]1.